This data is from the Open Reaction Database (ORD), a public repository of structured organic reaction records. The task is: describe an organic reaction: reactants, conditions, products, and yield Reactants: ON=C1C(CCCC1)CC1=CC=C(C=C1)C(C(=O)OCC)C (ethyl 2-[4-(2-hydroxyiminocyclohexan-1-ylmethyl)phenyl]propionate), [OH-].[Na+] (sodium hydroxide), O (water). The solvent is CO (methanol), CO (methanol). Run at time 8 hour. Product: ON=C1C(CCCC1)CC1=CC=C(C=C1)C(C(=O)O)C (2-[4-(2-Hydroxyiminocyclohexan-1-ylmethyl)phenyl]propionic Acid). RXN SMILES: [OH:1][N:2]=[C:3]1[CH2:8][CH2:7][CH2:6][CH2:5][CH:4]1[CH2:9][C:10]1[CH:15]=[CH:14][C:13]([CH:16]([CH3:22])[C:17]([O:19]CC)=[O:18])=[CH:12][CH:11]=1.[OH-].[Na+].O>CO>[OH:1][N:2]=[C:3]1[CH2:8][CH2:7][CH2:6][CH2:5][CH:4]1[CH2:9][C:10]1[CH:11]=[CH:12][C:13]([CH:16]([CH3:22])[C:17]([OH:19])=[O:18])=[CH:14][CH:15]=1 |f:1.2|. Procedure: Three grams of ethyl 2-[4-(2-hydroxyiminocyclohexan-1-ylmethyl)phenyl]propionate and 0.8 g of sodium hydroxide were dissolved in 50 ml of methanol and the solution was allowed to stand at room temperature overnight. To the reaction mixture was added 20 ml of water, methanol was removed by distillation and the residue was acidified with hydrochloric acid to precipitate crystals, which were collected by filtration and recrystallized from a mixture of ether and n-hexane affording 2.1 g of colorless...